This data is from the Open Reaction Database (ORD), a public repository of structured organic reaction records. The task is: describe an organic reaction: reactants, conditions, products, and yield Starting materials: Cl.Cl.Cl.S1C2=C(C=C1C1=NC(=NC=C1)NCCCN1CCN(CC1)C)C=CC=C2 ([4-(benzo[b]thiophen-2-yl)-pyrimidin-2-yl]-[3-(4-methylpiperazin-1-yl)-propyl]-amine tri-hydrochloride), C1(CC1)NC(=O)C1=CC=CC=2SC(=CC21)C2=NC(=NC=C2Cl)Cl (2-(2,5-dichloro-pyrimidin-4-yl)-benzo[b]thiophene-4-carboxylic acid cyclopropylamide), C(C)(C)(C)OC(=O)N1CCN(CC1)CCN (4-(2-amino-ethyl)-piperazine-1-carboxylic acid tert-butyl ester). Yields the product Cl.Cl.Cl.C1(CC1)NC(=O)C1=CC=CC=2SC(=CC21)C2=NC(=NC=C2Cl)NCCN2CCNCC2 (2-[5-Chloro-2-(2-piperazin-1-ylethylamino)-pyrimidin-4-yl]-benzo[b]thiophene-4-carboxylic acid cyclopropylamide tri-hydrochloride), solid. Isolated yield 80.0%. As a reaction SMILES: [ClH:1].Cl.Cl.S1C(C2C=CN=C(NCCCN3CCN(C)CC3)N=2)=CC2C=CC=CC1=2.[CH:30]1([NH:33][C:34]([C:36]2[C:44]3[CH:43]=[C:42]([C:45]4[C:50]([Cl:51])=[CH:49][N:48]=[C:47](Cl)[N:46]=4)[S:41][C:40]=3[CH:39]=[CH:38][CH:37]=2)=[O:35])[CH2:32][CH2:31]1.C(OC([N:60]1[CH2:65][CH2:64][N:63]([CH2:66][CH2:67][NH2:68])[CH2:62][CH2:61]1)=O)(C)(C)C>>[ClH:51].[ClH:1].[ClH:51].[CH:30]1([NH:33][C:34]([C:36]2[C:44]3[CH:43]=[C:42]([C:45]4[C:50]([Cl:51])=[CH:49][N:48]=[C:47]([NH:68][CH2:67][CH2:66][N:63]5[CH2:64][CH2:65][NH:60][CH2:61][CH2:62]5)[N:46]=4)[S:41][C:40]=3[CH:39]=[CH:38][CH:37]=2)=[O:35])[CH2:32][CH2:31]1 |f:0.1.2.3,6.7.8.9|. Reported procedure: Using the method of [4-(benzo[b]thiophen-2-yl)-pyrimidin-2-yl]-[3-(4-methylpiperazin-1-yl)-propyl]-amine tri-hydrochloride, the title compound is synthesized from 2-(2,5-dichloro-pyrimidin-4-yl)-benzo[b]thiophene-4-carboxylic acid cyclopropylamide and 4-(2-amino-ethyl)-piperazine-1-carboxylic acid tert-butyl ester and isolated as a yellow solid (80% yield). ES+(m/z) 457 (35Cl) and 459 (37Cl) [M(free base)+H].